Dataset: the Open Reaction Database (ORD), a public repository of structured organic reaction records. Task: describe an organic reaction: reactants, conditions, products, and yield Starting materials: C(C)(=O)N[C@@H]1C[C@@H](CC[C@@H]1N1C([C@H](CC1)NC(=O)OCC1=CC=CC=C1)=O)NC(OC(C)(C)C)=O (tert-butyl (1R,3R,4S)-3-acetamido-4-((S)-3-(benzyloxycarbonylamino)-2-oxopyrrolidin-1-yl)cyclohexylcarbamate). The reagents and catalysts are [Pd] (Pd/C). The solvent is CO (methanol). Conditions: time 14 hour. The product is C(C)(=O)N[C@@H]1C[C@@H](CC[C@@H]1N1C([C@H](CC1)N)=O)NC(OC(C)(C)C)=O (tert-butyl (1R,3R,4S)-3-acetamido-4-((S)-3-amino-2-oxopyrrolidin-1-yl)cyclohexylcarbamate). RXN SMILES: [C:1]([NH:4][C@H:5]1[C@@H:10]([N:11]2[CH2:15][CH2:14][C@H:13]([NH:16]C(OCC3C=CC=CC=3)=O)[C:12]2=[O:27])[CH2:9][CH2:8][C@@H:7]([NH:28][C:29](=[O:35])[O:30][C:31]([CH3:34])([CH3:33])[CH3:32])[CH2:6]1)(=[O:3])[CH3:2]>CO.[Pd]>[C:1]([NH:4][C@H:5]1[C@@H:10]([N:11]2[CH2:15][CH2:14][C@H:13]([NH2:16])[C:12]2=[O:27])[CH2:9][CH2:8][C@@H:7]([NH:28][C:29](=[O:35])[O:30][C:31]([CH3:34])([CH3:33])[CH3:32])[CH2:6]1)(=[O:3])[CH3:2]. Reported procedure: To a solution of tert-butyl (1R,3R,4S)-3-acetamido-4-((S)-3-(benzyloxycarbonylamino)-2-oxopyrrolidin-1-yl)cyclohexylcarbamate (1.7 g, 3.48 mmol; see Example 1, Step 6) in methanol (10 mL) was added 10% Pd/C (0.6 g of 50% wet catalyst). The flask was evacuated and back-filled with hydrogen with a hydrogen balloon. The mixture was stirred at room temperature under 1 atm of hydrogen for 14 h and the catalyst was removed by filtration. The filtrate was concentrated in vacuo to provide tert-butyl (1R... Reactants: C(#N)C=1C=C(C=CC1N1C=CC=C1)C=1C=C(C(=O)OC)C=CN1 (methyl 2-[3-cyano-4-(1H-pyrrol-1-yl)phenyl]isonicotinate), Cl (hydrochloric acid). The solvent is CO (methanol), C1CCOC1 (THF), [OH-].[Na+] (sodium hydroxide). Yields the product C(#N)C=1C=C(C=CC1N1C=CC=C1)C=1C=C(C(=O)O)C=CN1 (2-[3-cyano-4-(1H-pyrrol-1-yl)phenyl]isonicotinic acid). Yield: 99.6%. Reaction SMILES: [C:1]([C:3]1[CH:4]=[C:5]([C:14]2[CH:15]=[C:16]([CH:21]=[CH:22][N:23]=2)[C:17]([O:19]C)=[O:18])[CH:6]=[CH:7][C:8]=1[N:9]1[CH:13]=[CH:12][CH:11]=[CH:10]1)#[N:2].Cl>CO.C1COCC1.[OH-].[Na+]>[C:1]([C:3]1[CH:4]=[C:5]([C:14]2[CH:15]=[C:16]([CH:21]=[CH:22][N:23]=2)[C:17]([OH:19])=[O:18])[CH:6]=[CH:7][C:8]=1[N:9]1[CH:13]=[CH:12][CH:11]=[CH:10]1)#[N:2] |f:4.5|. Reported procedure: 131 mg of methyl 2-(4-amino-3-cyanophenyl)isonicotinate and 67 μl of 2,5-dimethoxytetrahydrofuran were dissolved in 1.3 ml of acetic acid solution, followed by heating and stirring at 100° C. for 4 hours. The solution was poured into water, followed by extraction with ethyl acetate. The solvent of the organic layer was evaporated under reduced pressure, and the residue was purified by column chromatography (hexane:ethyl acetate=10:1 to 1:1) to obtain 100 mg of methyl 2-[3-cyano-4-(1H-pyrrol-1-yl...